Dataset: the Open Reaction Database (ORD), a public repository of structured organic reaction records. Task: describe an organic reaction: reactants, conditions, products, and yield The reactants are O (water), OCC(O)CO (glycerol), Lecithin E-80, CC(=O)O.CC(=O)O.C=1C(=CC=C(C1)Cl)N/C(=N/C(=N/CCCCCC/N=C(/N=C(/NC2=CC=C(C=C2)Cl)\N)\N)/N)/N (chlorhexidine diacetate), Tween-80, C[C@@H]1CC[C@H]([C@@H](C1)O)C(C)C (D,L-Menthol), alpha-tocopherol acid succinate. Solvent: C(C)O (ethyl alcohol), C(C(C)O)O (propylene glycol). Product: C1=CC(=CC=C1NC(=N)NC(=N)NCCCCCCNC(=N)NC(=N)NC=2C=CC(=CC2)Cl)Cl (Chlorhexidine). RXN SMILES: CC(O)=O.CC(O)=O.[CH:9]1[C:10]([NH:16]/[C:17](/[NH2:42])=[N:18]/[C:19](/[NH2:41])=[N:20]/[CH2:21][CH2:22][CH2:23][CH2:24][CH2:25][CH2:26]/[N:27]=[C:28](\[NH2:40])/[N:29]=[C:30](\[NH2:39])/[NH:31][C:32]2[CH:37]=[CH:36][C:35]([Cl:38])=[CH:34][CH:33]=2)=[CH:11][CH:12]=[C:13]([Cl:15])[CH:14]=1.C[C@H]1C[C@@H](O)[C@H](C(C)C)CC1.O.OCC(CO)O>C(O)C.C(O)C(O)C>[CH:11]1[C:10]([NH:16][C:17]([NH:18][C:19]([NH:20][CH2:21][CH2:22][CH2:23][CH2:24][CH2:25][CH2:26][NH:27][C:28]([NH:29][C:30]([NH:31][C:32]2[CH:37]=[CH:36][C:35]([Cl:38])=[CH:34][CH:33]=2)=[NH:39])=[NH:40])=[NH:41])=[NH:42])=[CH:9][CH:14]=[C:13]([Cl:15])[CH:12]=1 |f:0.1.2|. Reported procedure: A mouthwash (oral rinse) formulation of the present invention was prepared according to the following method. 7.5 g of Lecithin E-80, 625 mg of chlorhexidine diacetate, 525 mg of Tween-80, 250 mg of D,L-Menthol and 30 mg of alpha-tocopherol acid succinate were dissolved in mixture of 20 ml of absolute ethyl alcohol and 10 ml of propylene glycol. The resultant stock solution was mixed with vigorous stirring with 480 ml of distilled water and 10 g of pure glycerol was added as sweetener to obtain ... Reactants: resultant solution, CC1(OC2=C([C@@H]3[C@H]1O3)C=C(C=C2)C#N)C ((1aR-cis)-1a,7b-dihydro-2,2-dimethyl-2H-oxireno-[c][1]benzopyran-6-carbonitrile), C(#N)C=1C=CC2=C([C@@H]([C@H](C(O2)(C)C)O)N(C2=CC=CC=C2)CC(=O)OCC)C1 ((3R-trans)-[(6-Cyano-3,4-dihydro-3-hydroxy-2,2-dimethyl-2H-1-benzopyran-4-yl)phenylamino]acetic acid, ethyl ester), [OH-].[NH4+] (ammonium hydroxide). Run in O1CCCC1 (tetrahydrofuran). Run at temperature 75 celsius. Yields the product N[C@@H]1[C@H](C(OC2=C1C=C(C=C2)C#N)(C)C)O ((3R-trans)-4-Amino-3,4-dihydro-3-hydroxy-2,2-dimethyl-2H-1-benzopyran-6-carbonitrile). RXN SMILES: CC1(C)[C@@H]2O[C@@H]2C2C=C(C#N)C=CC=2O1.[C:16]([C:18]1[CH:19]=[CH:20][C:21]2[O:26][C:25]([CH3:28])([CH3:27])[C@H:24]([OH:29])[C@@H:23]([N:30](CC(OCC)=O)C3C=CC=CC=3)[C:22]=2[CH:43]=1)#[N:17].[OH-].[NH4+]>O1CCCC1>[NH2:30][C@H:23]1[C:22]2[CH:43]=[C:18]([C:16]#[N:17])[CH:19]=[CH:20][C:21]=2[O:26][C:25]([CH3:27])([CH3:28])[C@@H:24]1[OH:29] |f:2.3|. Reported procedure: To a solution of (1aR-cis)-1a,7b-dihydro-2,2-dimethyl-2H-oxireno-[c][1]benzopyran-6-carbonitrile ((2.5 g, 12.4 mmol, the title A compound of Example 3) in tetrahydrofuran in a re-sealable tube was added concentrated ammonium hydroxide (2 mL). The tube was sealed and the solution was heated on an oil bath at 75° C. overnight. The resultant solution was cooled to room temperature, concentrated and extracted with ethyl acetate. The combined organic extracts were dried over anhydrous sodium sulfate ... The reactants are O=C(CBr)c1ccccc1, CC(C)(C)OC(=O)NC(C(=O)O)c1ccc(O)cc1, CN(C)C=O, [Na+], [OH-], O. Product: CC(C)(C)OC(=O)NC(C(=O)OCC(=O)c1ccccc1)c1ccc(O)cc1. Reaction SMILES: [Br:25][CH2:26][C:27](=[O:28])[c:29]1[cH:30][cH:31][cH:32][cH:33][cH:34]1.[C:6]([CH3:7])([CH3:8])([CH3:9])[O:10][C:11](=[O:12])[NH:13][CH:14]([C:15](=[O:16])[OH:17])[c:18]1[cH:19][cH:20][c:21]([OH:24])[cH:22][cH:23]1.[CH3:1][N:2]([CH3:3])[CH:4]=[O:5].[Na+:36].[OH-:35].[OH2:37]>>[C:6]([CH3:7])([CH3:8])([CH3:9])[O:10][C:11](=[O:12])[NH:13][CH:14]([C:15]([O:16][CH2:26][C:27](=[O:28])[c:29]1[cH:30][cH:31][cH:32][cH:33][cH:34]1)=[O:17])[c:18]1[cH:19][cH:20][c:21]([OH:24])[cH:22][cH:23]1. The reactants are COc1cc2oc(=O)c(CCOS(C)(=O)=O)c(C)c2cc1OC, COc1ccccc1N1CCNCC1, CC(C)O, Cl. Product: COc1cc2oc(=O)c(CCN3CCN(c4ccccc4OC)CC3)c(C)c2cc1OC. RXN SMILES: [CH3:1][S:2]([O:3][CH2:6][CH2:7][c:8]1[c:9](=[O:23])[o:10][c:11]2[c:12]([c:13]1[CH3:14])[cH:15][c:16]([O:21][CH3:22])[c:17]([O:19][CH3:20])[cH:18]2)(=[O:4])=[O:5].[CH3:25][O:26][c:27]1[c:28]([N:33]2[CH2:34][CH2:35][NH:36][CH2:37][CH2:38]2)[cH:29][cH:30][cH:31][cH:32]1.[CH:39]([OH:40])([CH3:41])[CH3:42].[ClH:24]>>[CH2:6]([CH2:7][c:8]1[c:9](=[O:23])[o:10][c:11]2[c:12]([c:13]1[CH3:14])[cH:15][c:16]([O:21][CH3:22])[c:17]([O:19][CH3:20])[cH:18]2)[N:36]1[CH2:35][CH2:34][N:33]([c:28]2[c:27]([O:26][CH3:25])[cH:32][cH:31][cH:30][cH:29]2)[CH2:38][CH2:37]1. The reactants are CNC1=CC=CC=C1 (N-methylaniline), ClCCCC#N (4-chlorobutyronitrile), C([O-])(O)=O.[Na+] (sodium bicarbonate). Reaction conditions: temperature 110 celsius, time 24 hour. Product: C(#N)CCCN(C1=CC=CC=C1)C (N-(3-Cyanopropyl)-N-methylaniline). As a reaction SMILES: [CH3:1][NH:2][C:3]1[CH:8]=[CH:7][CH:6]=[CH:5][CH:4]=1.ClC[CH2:11][CH2:12][C:13]#[N:14].[C:15](=O)(O)[O-].[Na+]>>[C:13]([CH2:12][CH2:11][CH2:1][N:2]([CH3:15])[C:3]1[CH:8]=[CH:7][CH:6]=[CH:5][CH:4]=1)#[N:14] |f:2.3|. Procedure: To N-methylaniline (25 g) was added 4-chlorobutyronitrile (25 ml) and the mixture was stirred at 110° C. for 24 hours. After cooling, the mixture was neutralized with an aqueous sodium bicarbonate and extracted with ethyl acetate. The organic layer was washed with saturated brine, dried over anhydrous sodium sulfate and concentrated. The residue was subjected to distillation under reduced pressure to obtain the desired compound (21.5 g) as pale yellow oil. Reactants: O1C(C1)CN1C(C2=CC=CC=C2C1=O)=O (2-(oxiran-2-ylmethyl)isoindoline-1,3-dione), C(C1=CC=CC=C1)NCC1=CC=CC=C1 (dibenzylamine). Run in CCO (EtOH). Reaction conditions: temperature 80 celsius, time 8 hour. Yields the product C(C1=CC=CC=C1)N(CC(CN1C(C2=CC=CC=C2C1=O)=O)O)CC1=CC=CC=C1 (2-(3-(dibenzylamino)-2-hydroxypropyl)isoindoline-1,3-dione). Isolated yield 56.2%. As a reaction SMILES: [O:1]1[CH2:3][CH:2]1[CH2:4][N:5]1[C:13](=[O:14])[C:12]2[C:7](=[CH:8][CH:9]=[CH:10][CH:11]=2)[C:6]1=[O:15].[CH2:16]([NH:23][CH2:24][C:25]1[CH:30]=[CH:29][CH:28]=[CH:27][CH:26]=1)[C:17]1[CH:22]=[CH:21][CH:20]=[CH:19][CH:18]=1>CCO>[CH2:24]([N:23]([CH2:16][C:17]1[CH:22]=[CH:21][CH:20]=[CH:19][CH:18]=1)[CH2:3][CH:2]([OH:1])[CH2:4][N:5]1[C:13](=[O:14])[C:12]2[C:7](=[CH:8][CH:9]=[CH:10][CH:11]=2)[C:6]1=[O:15])[C:25]1[CH:30]=[CH:29][CH:28]=[CH:27][CH:26]=1. Reported procedure: A mixture of 2-(oxiran-2-ylmethyl)isoindoline-1,3-dione (4.06 g, 20.0 mmol) and dibenzylamine (5.0 g, 25.4 mmol) was stirred at 80° C. overnight. EtOH (50 mL) was added, and stirred at room temperature. The mixture was filtered to give white solid (4.5 g). Reactants: ClCCl, Cl, C=[N+]=[N-], O=C(Cl)C1CCCO1. The product is O=C(CCl)C1CCCO1. As a reaction SMILES: [Cl:13][CH2:14][Cl:15].[ClH:12].[N+:9](=[N-:10])=[CH2:11].[O:1]1[CH:2]([C:6](=[O:7])[Cl:8])[CH2:3][CH2:4][CH2:5]1>>[O:1]1[CH:2]([C:6](=[O:7])[CH2:11][Cl:12])[CH2:3][CH2:4][CH2:5]1. Reactants: BrCC1CC1 ((bromomethyl)cyclopropane), C1(=CC=CC=C1)N1NC=2[C@@]3(CC[C@H](C2C1=O)C3(C)C)C ((4S,7R)-2-phenyl-7,8,8-trimethyl-1,2,4,5,6,7-hexahydro-4,7-methano-indazol-3-one), C1(=CC=CC=C1)N1NC=2[C@@]3(CC[C@H](C2C1=O)C3(C)C)C ((4S,7R)-2-phenyl-7,8,8-trimethyl-1,2,4,5,6,7-hexahydro-4,7-methano-indazol-3-one). The reagents and catalysts are [I-].C(CCC)[N+](CCCC)(CCCC)CCCC (tetra-n-butylammonium iodide). The solvent is CN(C=O)C (N,N-dimethylformamide). Reaction conditions: temperature 100 celsius. Product: C1(CC1)CN1N(C(C=2[C@@H]3CC[C@](C12)(C3(C)C)C)=O)C3=CC=CC=C3 ((4R,7S)-1-(cyclopropyl)methyl-7,8,8-trimethyl-2-phenyl-1,2,4,5,6,7-hexahydro-4,7-methano-indazol-3-one). Isolated yield 48.5%. As a reaction SMILES: Br[CH2:2][CH:3]1[CH2:5][CH2:4]1.[C:6]1([N:12]2[C:20](=[O:21])[C:19]3[C@@H:18]4[C:22]([CH3:24])([CH3:23])[C@@:15]([CH3:25])([CH2:16][CH2:17]4)[C:14]=3[NH:13]2)[CH:11]=[CH:10][CH:9]=[CH:8][CH:7]=1>[I-].C([N+](CCCC)(CCCC)CCCC)CCC.CN(C)C=O>[CH:5]1([CH2:4][N:13]2[C:14]3[C@:15]4([CH3:25])[C:22]([CH3:24])([CH3:23])[C@@H:18]([CH2:17][CH2:16]4)[C:19]=3[C:20](=[O:21])[N:12]2[C:6]2[CH:7]=[CH:8][CH:9]=[CH:10][CH:11]=2)[CH2:3][CH2:2]1 |f:2.3|. Procedure details: A mixture of (bromomethyl)cyclopropane (263 μL, 2.75 mmol), (4R,7S)-2-phenyl-7,8,8-trimethyl-1,2,4,5,6,7-hexahydro-4,7-methano-indazol-3-one (Intermediate 6; 184 mg, 0.69 mmol) and tetra-n-butylammonium iodide (1.02 g, 2.75 mmol) in N,N-dimethylformamide (4.3 mL) was heated in an oil-bath at 100° C. for 16 h. The solvent was evaporated and dichloromethane (100 mL) and water were added. The aqueous layer was extracted with dichloromethane (2×100 mL) and the combined organic layers were washed wit...